The task is: describe an organic reaction: reactants, conditions, products, and yield. This data is from the Open Reaction Database (ORD), a public repository of structured organic reaction records. Starting materials: ClC1=C(C(=O)O)C(=CC=C1)Cl (2,6-dichlorobenzoic acid), C1(CC1)CC(CN)N1CN=C(C=C1)C(F)(F)F (3-cyclopropyl-2-(6-(trifluoromethyl)pyrimidin-3-yl)propan-1-amine). Yields the product ClC1=C(C(=O)NCC(CC2CC2)N2CN=C(C=C2)C(F)(F)F)C(=CC=C1)Cl (2,6-dichloro-N-(3-cyclopropyl-2-(6-(trifluoromethyl)pyrimidin-3-yl)propyl)benzamide). As a reaction SMILES: [Cl:1][C:2]1[CH:10]=[CH:9][CH:8]=[C:7]([Cl:11])[C:3]=1[C:4]([OH:6])=O.[CH:12]1([CH2:15][CH:16]([N:19]2[CH:24]=[CH:23][C:22]([C:25]([F:28])([F:27])[F:26])=[N:21][CH2:20]2)[CH2:17][NH2:18])[CH2:14][CH2:13]1>>[Cl:11][C:7]1[CH:8]=[CH:9][CH:10]=[C:2]([Cl:1])[C:3]=1[C:4]([NH:18][CH2:17][CH:16]([N:19]1[CH:24]=[CH:23][C:22]([C:25]([F:28])([F:27])[F:26])=[N:21][CH2:20]1)[CH2:15][CH:12]1[CH2:14][CH2:13]1)=[O:6]. Procedure details: From 2,6-dichlorobenzoic acid and 3-cyclopropyl-2-(6-(trifluoromethyl)pyrimidin-3-yl)propan-1-amine. LCMS (MH+): m/z=418.1, tR (minutes, Method D)=0.79 Starting materials: C(C)(=O)O (acetic acid), IC(CCCCCCO)CC(C(C(C(F)(F)F)(F)F)(F)F)(F)F (7-iodo-8-(nonafluorobutyl)-1-octanol). Reagents/catalysts: [Zn] (zinc). Run in C(C)O (ethanol), C(C)O (ethanol). Run at temperature 50 celsius, time 15 minute. The product is FC(C(C(CCCCCCCCO)(F)F)(F)F)(C(F)(F)F)F (8-(nonafluorobutyl)-1-octanol). Reaction SMILES: C(O)(=O)C.I[CH:6]([CH2:14][C:15]([F:27])([F:26])[C:16]([F:25])([F:24])[C:17]([F:23])([F:22])[C:18]([F:21])([F:20])[F:19])[CH2:7][CH2:8][CH2:9][CH2:10][CH2:11][CH2:12][OH:13]>C(O)C.[Zn]>[F:22][C:17]([F:23])([C:18]([F:19])([F:20])[F:21])[C:16]([F:24])([F:25])[C:15]([F:27])([F:26])[CH2:14][CH2:6][CH2:7][CH2:8][CH2:9][CH2:10][CH2:11][CH2:12][OH:13]. Procedure details: To a slurry of 98.0 g of zinc powder in 600 mL of ethanol was added 3.0 g of acetic acid. A solution of the crude 7-iodo-8-(nonafluorobutyl)-1-octanol prepared above in 100 mL of ethanol was added dropwise with stirring over 15 min, and the reaction mixture was heated at 50° C. for 3 hr. The mixture was filtered, and the filtrate was concentrated to 100.0 g of a viscous, light yellow fluid. A 79.6 g portion of this material was stirred with 300 mL of hexanes, and the supernatant was filtered thr... The reactants are CCCCCC(OC(C)=O)C(C=CC(=O)CCCCCCCC(=O)OC(C)(C)C)O[Si](C(C)C)(C(C)C)C(C)C, Cl, C1CCOC1. Product: CCCCCC(OC(C)=O)C(C=CC(O)CCCCCCCC(=O)OC(C)(C)C)O[Si](C(C)C)(C(C)C)C(C)C. As a reaction SMILES: [C:1]([CH3:2])([CH3:3])([CH3:4])[O:5][C:6]([CH2:7][CH2:8][CH2:9][CH2:10][CH2:11][CH2:12][CH2:13][C:14]([CH:15]=[CH:16][CH:17]([CH:18]([CH2:19][CH2:20][CH2:21][CH2:22][CH3:23])[O:24][C:25]([CH3:26])=[O:27])[O:28][Si:29]([CH:30]([CH3:31])[CH3:32])([CH:33]([CH3:34])[CH3:35])[CH:36]([CH3:37])[CH3:38])=[O:39])=[O:40].[ClH:41].[O:42]1[CH2:43][CH2:44][CH2:45][CH2:46]1>>[C:1]([CH3:2])([CH3:3])([CH3:4])[O:5][C:6]([CH2:7][CH2:8][CH2:9][CH2:10][CH2:11][CH2:12][CH2:13][CH:14]([CH:15]=[CH:16][CH:17]([CH:18]([CH2:19][CH2:20][CH2:21][CH2:22][CH3:23])[O:24][C:25]([CH3:26])=[O:27])[O:28][Si:29]([CH:30]([CH3:31])[CH3:32])([CH:33]([CH3:34])[CH3:35])[CH:36]([CH3:37])[CH3:38])[OH:39])=[O:40]. Reactants: C(C1=CC=CC=C1)N1C[C@H]2[C@@H](C1)\C(\CC2)=N\[S@@](=O)C(C)(C)C ((S,E)-N-((3aS,6aR)-2-benzylhexahydrocyclopenta[c]pyrrol-4(5H)-ylidene)-2-methylpropane-2-sulfinamide), [BH4-].[Na+] (Sodium borohydride). Run in CO (methanol). Reaction conditions: temperature -78 celsius. The product is acetone hexanes, C(C1=CC=CC=C1)N1C[C@H]2[C@@H](C1)[C@H](CC2)N[S@@](=O)C(C)(C)C ((S)—N-((3aS,4S,6aR)-2-benzyloctahydrocyclopenta[c]pyrrol-4-yl)-2-methylpropane-2-sulfinamide). The yield is 5.0%. RXN SMILES: [CH2:1]([N:8]1[CH2:12][C@H:11]2/[C:13](=[N:16]/[S@:17]([C:19]([CH3:22])([CH3:21])[CH3:20])=[O:18])/[CH2:14][CH2:15][C@H:10]2[CH2:9]1)[C:2]1[CH:7]=[CH:6][CH:5]=[CH:4][CH:3]=1.[BH4-].[Na+]>CO>[CH2:1]([N:8]1[CH2:12][C@H:11]2[C@@H:13]([NH:16][S@:17]([C:19]([CH3:22])([CH3:21])[CH3:20])=[O:18])[CH2:14][CH2:15][C@H:10]2[CH2:9]1)[C:2]1[CH:3]=[CH:4][CH:5]=[CH:6][CH:7]=1 |f:1.2|. Procedure details: A mixture of (S,E)-N-((3aS,6aR)-2-benzylhexahydrocyclopenta[c]pyrrol-4(5H)-ylidene)-2-methylpropane-2-sulfinamide (0.940 g, 2.95 mmol) from Step A in methanol (20 mL) was cooled to −78° C. in a dry ice/acetone bath. Sodium borohydride (0.335 g, 8.85 mmol) was added, and the reaction was allowed to warm to room temperature overnight. The reaction was quenched with saturated aqueous ammonium chloride, diluted with water, and extracted with 3×100 mL of ethyl acetate. The extracts were dried (Na2SO4... Product: COC1=CC(=NC=C1)C1C(CC(CC1=O)C(C)C)=O (2-(4-METHOXY-2-PYRIDINYL)-5-(1-METHYLETHYL)-1,3-CYCLOHEXANEDIONE), product. RXN SMILES: [CH3:1][O:2][C:3]1[CH:8]=[CH:7][N:6]=[C:5]([CH2:9][C:10](=[O:22])[CH2:11][CH:12]([CH:19]([CH3:21])[CH3:20])[CH2:13][C:14]([O:16]CC)=O)[CH:4]=1.[O-]CC.[Na+]>>[CH3:1][O:2][C:3]1[CH:8]=[CH:7][N:6]=[C:5]([CH:9]2[C:10](=[O:22])[CH2:11][CH:12]([CH:19]([CH3:20])[CH3:21])[CH2:13][C:14]2=[O:16])[CH:4]=1 |f:1.2|. Procedure: The title compound was prepared from ethyl 6-(4-methoxy-2-pyridinyl)-3-(1-methylethyl)-5-oxohexanoate and ethanolic sodium ethoxide, refluxing for 2 hours according to the procedure of Example 2. The product separated from the aqueous phase as a yellow solid upon adjusting the pH to about 6 and was recovered by extraction with dichloromethane. Evaporation of the dried extract and recrystallization from acetonitrile gave the product as a white solid, mp 152°-154.5° C. The confirmatory elemental a... Reactants: COC1=CC(=NC=C1)CC(CC(CC(=O)OCC)C(C)C)=O (ethyl 6-(4-methoxy-2-pyridinyl)-3-(1-methylethyl)-5-oxohexanoate), [O-]CC.[Na+] (sodium ethoxide). Starting materials: ClC1=C2C(NC(NC2=CC=C1)=O)=O (5-chloroquinazolin-2,4-dione), [N+](=O)(O)[O-] (HNO3). Solvent: OS(=O)(=O)O (H2SO4). Run at time 1 hour. Yields the product ClC1=C2C(NC(NC2=CC=C1[N+](=O)[O-])=O)=O (5-chloro-6-nitroquinazolin-2,4-dione). Reaction SMILES: [Cl:1][C:2]1[CH:11]=[CH:10][CH:9]=[C:8]2[C:3]=1[C:4](=[O:13])[NH:5][C:6](=[O:12])[NH:7]2.[N+:14]([O-])([OH:16])=[O:15]>OS(O)(=O)=O>[Cl:1][C:2]1[C:11]([N+:14]([O-:16])=[O:15])=[CH:10][CH:9]=[C:8]2[C:3]=1[C:4](=[O:13])[NH:5][C:6](=[O:12])[NH:7]2. Reported procedure: A solution of the above quinazolinedione (0.98 g, 5.0 mmol) in conc. H2SO4 (5 mL) was cooled to −10° C., and 90% HNO3 (0.35 g, 5.0 mmol) was added with stirring. Stirring continued for 1 h at −10° C., and 1.5 h at room temperature. The mixture was poured onto ice, filtered, washed with water and dried to give 5-chloro-6-nitroquinazolin-2,4-dione, along with some of the 8-nitro isomer (1.3 g, 94%). The reactants are C(C)(=O)OCC (ethyl acetate), N(=[N+]=[N-])C(C)C=1N=C2N(C(C1C1=CC=CC=C1)=O)C=CS2 (7-(1-azidoethyl)-6-phenyl-5H-[1,3]thiazolo[3,2-a]pyrimidin-5-one), CP(C)C (trimethylphosphine). The solvent is O1CCCC1 (tetrahydrofuran), O (water), O1CCCC1 (tetrahydrofuran). Reaction conditions: time 1 hour. Yields the product NC(C)C=1N=C2N(C(C1C1=CC=CC=C1)=O)C=CS2 (7-(1-aminoethyl)-6-phenyl-5H-[1,3]thiazolo[3,2-a]pyrimidin-5-one). The yield is 62.2%. RXN SMILES: [N:1]([CH:4]([C:6]1[N:7]=[C:8]2[S:21][CH:20]=[CH:19][N:9]2[C:10](=[O:18])[C:11]=1[C:12]1[CH:17]=[CH:16][CH:15]=[CH:14][CH:13]=1)[CH3:5])=[N+]=[N-].CP(C)C.C(OCC)(=O)C>O1CCCC1.O>[NH2:1][CH:4]([C:6]1[N:7]=[C:8]2[S:21][CH:20]=[CH:19][N:9]2[C:10](=[O:18])[C:11]=1[C:12]1[CH:17]=[CH:16][CH:15]=[CH:14][CH:13]=1)[CH3:5]. Procedure details: To a stirred solution of 7-(1-azidoethyl)-6-phenyl-5H-[1,3]thiazolo[3,2-a]pyrimidin-5-one (0.23 g, 0.77 mmol) in tetrahydrofuran (5 mL) and water (1 mL) was added 1.00 M of trimethylphosphine in tetrahydrofuran (0.93 mL, 0.93 mmol) at room temperature, and the mixture was stirred at room temperature for 1 hour. To the mixture was added ethyl acetate, and the mixture was extracted with aqueous 1 N HCl solution (three times). The combined extract was neutralized with solid NaHCO3 and extracted wit...